Task: describe an organic reaction: reactants, conditions, products, and yield. Dataset: the Open Reaction Database (ORD), a public repository of structured organic reaction records Starting materials: CCCI, CCOC(C)=O, CN(C)C=O, CN1CC(=O)NC1=N. Product: CCCN1C(=N)N(C)CC1=O, I. RXN SMILES: [CH2:9]([CH2:10][CH3:11])[I:12].[CH3:13][CH2:14][O:15][C:16](=[O:17])[CH3:18].[CH3:19][N:20]([CH3:21])[CH:22]=[O:23].[CH3:1][N:2]1[CH2:3][C:4](=[O:5])[NH:6][C:7]1=[NH:8]>>[CH3:1][N:2]1[CH2:3][C:4](=[O:5])[N:6]([CH2:9][CH2:10][CH3:11])[C:7]1=[NH:8].[IH:12]. Starting materials: O (water), C(O)([O-])=O.[Na+] (sodium hydrogencarbonate), Cl (hydrochloric acid), ClC1=C(C(=CC(=C1)C(F)(F)F)Cl)N1N=C(C(=C1N=COC)S(=O)C(F)(F)F)C1=NOC=N1 (1-(2,6-Dichloro-4-trifluoromethylphenyl)-5-methoxymethylideneamino-3-(1,2,4-oxadiazol-3-yl)-4-trifluoromethylsulfinylpyrazole), Cl (hydrochloric acid), Cl (hydrochloric acid). Solvent: CC(=O)C (acetone). The product is NC1=C(C(=NN1C1=C(C=C(C=C1Cl)C(F)(F)F)Cl)C1=NOC=N1)S(=O)C(F)(F)F (5-Amino-1-(2,6-dichloro-4-trifluoromethylphenyl)-3-(1,2,4-oxadiazol-3-yl)-4-trifluoromethylsulfinylpyrazole). Isolated yield 100.0%. RXN SMILES: [Cl:1][C:2]1[CH:7]=[C:6]([C:8]([F:11])([F:10])[F:9])[CH:5]=[C:4]([Cl:12])[C:3]=1[N:13]1[C:17]([N:18]=COC)=[C:16]([S:22]([C:24]([F:27])([F:26])[F:25])=[O:23])[C:15]([C:28]2[N:32]=[CH:31][O:30][N:29]=2)=[N:14]1.Cl.O.C(=O)([O-])O.[Na+]>CC(C)=O>[NH2:18][C:17]1[N:13]([C:3]2[C:4]([Cl:12])=[CH:5][C:6]([C:8]([F:10])([F:11])[F:9])=[CH:7][C:2]=2[Cl:1])[N:14]=[C:15]([C:28]2[N:32]=[CH:31][O:30][N:29]=2)[C:16]=1[S:22]([C:24]([F:27])([F:26])[F:25])=[O:23] |f:3.4|. Reported procedure: 1-(2,6-Dichloro-4-trifluoromethylphenyl)-5-methoxymethylideneamino-3-(1,2,4-oxadiazol-3-yl)-4-trifluoromethylsulfinylpyrazole (151 mg, 0.29 mmol) was dissolved in 5 ml of acetone and 1.2 N hydrochloric acid (0.12 ml, 0.14 mmol) was added, and then the mixture was stirred at room temperature. Seven hours after stirring, 1.2 N hydrochloric acid (0.12 ml, 0.14 mmol) was further added, followed by stirring at room temperature for 3 days. Furthermore, 1.2 N hydrochloric acid (0.12 ml, 0.14 mmol) was ... The reactants are FC1=C(CN2C3=C(NCC2)N=CC(=C3)I)C=C(C=C1)F (1-(2,5-Difluorobenzyl)-7-iodo-1,2,3,4-tetrahydropyrido[2,3-b]pyrazine), CC1(OB(OC1(C)C)C=1C=CC(=NC1)C#N)C (5-(4,4,5,5-Tetramethyl-[1,3,2]dioxaborolan-2-yl)pyridine-2-carbonitrile). Product: FC1=C(CN2C3=C(NCC2)N=CC(=C3)C=3C=CC(=NC3)C#N)C=C(C=C1)F (5-[1-(2,5-Difluorobenzyl)-1,2,3,4-tetrahydropyrido[2,3-b]pyrazin-7-yl]-pyridine-2-carbonitrile). Isolated yield 24.0%. Reaction SMILES: [F:1][C:2]1[CH:19]=[CH:18][C:17]([F:20])=[CH:16][C:3]=1[CH2:4][N:5]1[CH2:10][CH2:9][NH:8][C:7]2[N:11]=[CH:12][C:13](I)=[CH:14][C:6]1=2.CC1(C)C(C)(C)OB([C:29]2[CH:30]=[CH:31][C:32]([C:35]#[N:36])=[N:33][CH:34]=2)O1>>[F:1][C:2]1[CH:19]=[CH:18][C:17]([F:20])=[CH:16][C:3]=1[CH2:4][N:5]1[CH2:10][CH2:9][NH:8][C:7]2[N:11]=[CH:12][C:13]([C:29]3[CH:30]=[CH:31][C:32]([C:35]#[N:36])=[N:33][CH:34]=3)=[CH:14][C:6]1=2. Procedure details: 1-(2,5-Difluorobenzyl)-7-iodo-1,2,3,4-tetrahydropyrido[2,3-b]pyrazine (1.0 g) was reacted with 5-(4,4,5,5-Tetramethyl-[1,3,2]dioxaborolan-2-yl)pyridine-2-carbonitrile as in General Procedure 4A to give the title compound as a bright yellow solid (24% yield). M.p. 200° C. (dec), LCMS: m/z=364.53 (M+H+), 1H-NMR (CDCl3, 400 MHz) δ 3.46-3.52 (m, 2H), 3.62-3.72 (m, 2H), 4.50 (s, 2H), 5.12 (s, 1H), 6.70 (s, 1H), 6.92-7.00 (m, 2H), 7.03-7.12 (m, 1H), 7.62-7.69 (m, 2H), 7.67 (s, J=3.0 Hz, 1H), 7.75 (m, ... Procedure details: Azide 11 (103 mg, 0.28 mmol) was dissolved in CH2Cl2 (5 mL) and cooled to −78° C. before BCl3 (5 mL, 1M in CH2Cl2) was added. After 4 h stirring at −78° C., the reaction was quenched by the addition of MeOH. The temperature was raised to room temperature and the solution was concentrated in vacuo. Trace of BCl3 were removed by coevaporating with MeOH. The resulting crude triol 17 was used as such in the click reaction. Starting materials: N(=[N+]=[N-])C[C@@H]1[C@H]([C@@H]([C@H](C=C1)OCC1=CC=CC=C1)OCC1=CC=CC=C1)O ((1R,2R,5S,6S)-2-(azidomethyl)-5,6-bis(benzyloxy)cyclohex-3-enol), B(Cl)(Cl)Cl (BCl3). The solvent is C(Cl)Cl (CH2Cl2). The product is N(=[N+]=[N-])C[C@H]1C=C[C@@H]([C@H]([C@@H]1O)O)O ((1R,2R,3S,6R)-6-(azidomethyl)cyclohex-4-ene-1,2,3-triol). RXN SMILES: [N:1]([CH2:4][C@H:5]1[CH:10]=[CH:9][C@H:8]([O:11]CC2C=CC=CC=2)[C@@H:7]([O:19]CC2C=CC=CC=2)[C@@H:6]1[OH:27])=[N+:2]=[N-:3].B(Cl)(Cl)Cl>C(Cl)Cl>[N:1]([CH2:4][C@@H:5]1[C@@H:6]([OH:27])[C@H:7]([OH:19])[C@@H:8]([OH:11])[CH:9]=[CH:10]1)=[N+:2]=[N-:3]. Reaction conditions: temperature -78 celsius, time 4 hour.